This data is from the Open Reaction Database (ORD), a public repository of structured organic reaction records. The task is: describe an organic reaction: reactants, conditions, products, and yield Starting materials: CN (methylamine), C(C)(=O)OCC (ethyl acetate), CC1=CC=CC(=N1)C1(SCCCS1)C(=S)SC (methyl 2-(6-methyl-2-pyridyl)-1,3-dithiane-2-carbodithioate), C (charcoal), product. Run in C(C)O (ethanol), C(C)O (ethanol). Run at temperature 20 celsius, time 4 hour. Product: CNC(=S)C1(SCCCS1)C1=NC(=CC=C1)C (N-Methyl-2-(6-methyl-2-pyridyl)-1,3-dithiane-2-carbothiamide). Reaction SMILES: [CH3:1][C:2]1[N:7]=[C:6]([C:8]2([C:14]([S:16]C)=S)[S:13][CH2:12][CH2:11][CH2:10][S:9]2)[CH:5]=[CH:4][CH:3]=1.[CH3:18][NH2:19].C(OCC)(=O)C.C>C(O)C>[CH3:18][NH:19][C:14]([C:8]1([C:6]2[CH:5]=[CH:4][CH:3]=[C:2]([CH3:1])[N:7]=2)[S:13][CH2:12][CH2:11][CH2:10][S:9]1)=[S:16]. Procedure: To a suspension of methyl 2-(6-methyl-2-pyridyl)-1,3-dithiane-2-carbodithioate (130.5 g) in 1.2 liters of ethanol maintained at a temperature in the region of 20° C., a 33% (weight/volume) solution (840 cc) of methylamine in ethanol is added dropwise in the course of 10 minutes. The mixture is then stirred for 4 hours at the same temperature. The crystals which appear are separated by filtration, washed twice with ethyl acetate (100 cc in total), 4 times with isopropyl ether (400 cc in total) an...